This data is from the Open Reaction Database (ORD), a public repository of structured organic reaction records. The task is: describe an organic reaction: reactants, conditions, products, and yield The reactants are COCN1C(=NC=C1)C(O)(C1=CC(=CC=C1)C(F)(F)F)C1=CC=CC=C1 (1-methoxymethyl-α-phenyl-α-(m-trifluoromethyl-phenyl)imidazole-2-methanol), C(C)(=O)O (acetic acid), Cl (hydrochloric acid). Run in O (water). Yields the product C1(=CC=CC=C1)C(O)(C=1NC=CN1)C1=CC(=CC=C1)C(F)(F)F (α-phenyl-α-(m-trifluoromethyl-phenyl)imidazole-2-methanol). RXN SMILES: COC[N:4]1[CH:8]=[CH:7][N:6]=[C:5]1[C:9]([C:21]1[CH:26]=[CH:25][CH:24]=[CH:23][CH:22]=1)([C:11]1[CH:16]=[CH:15][CH:14]=[C:13]([C:17]([F:20])([F:19])[F:18])[CH:12]=1)[OH:10].C(O)(=O)C.Cl>O>[C:21]1([C:9]([C:11]2[CH:16]=[CH:15][CH:14]=[C:13]([C:17]([F:20])([F:19])[F:18])[CH:12]=2)([C:5]2[NH:4][CH:8]=[CH:7][N:6]=2)[OH:10])[CH:26]=[CH:25][CH:24]=[CH:23][CH:22]=1. Procedure details: A mixture of 13 g. (0.037 mol) of 1-methoxymethyl-α-phenyl-α-(m-trifluoromethyl-phenyl)imidazole-2-methanol, 100 ml. of glacial acetic acid, 10 ml. of concentrated hydrochloric acid and 10 ml. of water was refluxed for three hours. After cooling, the liquid was distilled off and the residue was dissolved in a small amount of ethanol. The solution was made alkaline with 2 N sodium hydroxide solution and the alcohol was evaporated. The remaining aqueous phase was then extracted with diethyl ether....